From a dataset of the Open Reaction Database (ORD), a public repository of structured organic reaction records. describe an organic reaction: reactants, conditions, products, and yield Yields the product O=C(CC(c1ccccc1)C1SCCCS1)c1ccccc1. Reaction SMILES: [CH2:28]1[O:29][CH2:30][CH2:31][CH2:32]1.[CH3:1][CH2:2][CH2:3][CH2:4][Li:5].[S:6]1[CH2:7][S:8][CH2:9][CH2:10][CH2:11]1.[c:12]1([CH:18]=[CH:19][C:20](=[O:21])[c:22]2[cH:23][cH:24][cH:25][cH:26][cH:27]2)[cH:13][cH:14][cH:15][cH:16][cH:17]1>>[S:6]1[CH:7]([CH:18]([c:12]2[cH:13][cH:14][cH:15][cH:16][cH:17]2)[CH2:19][C:20](=[O:21])[c:22]2[cH:23][cH:24][cH:25][cH:26][cH:27]2)[S:8][CH2:9][CH2:10][CH2:11]1. Starting materials: C1CCOC1, [Li]CCCC, C1CSCSC1, O=C(C=Cc1ccccc1)c1ccccc1. Starting materials: CC(C)(C)[O-].[Na+] (NaOtBu), COC1=CC=C(CN2N=C(C=3C2=NC=CC3OC3=C(C=C(C=C3)N)F)I)C=C1 (4-(1-(4-methoxybenzyl)-3-iodo-1H-pyrazolo[3,4-b]pyridin-4-yloxy)-3-fluorobenzenamine), CN([C@H]1CNCC1)C ((R)—N,N-dimethylpyrrolidin-3-amine), C1=CC=C(C=C1)P(C2=CC=CC=C2)C3=C(C4=CC=CC=C4C=C3)C5=C(C=CC6=CC=CC=C65)P(C7=CC=CC=C7)C8=CC=CC=C8 (Binap), C1COCCOCCOCCOCCOCCO1 (18-crown-6). The reagents and catalysts are C=1C=CC(=CC1)/C=C/C(=O)/C=C/C2=CC=CC=C2.C=1C=CC(=CC1)/C=C/C(=O)/C=C/C2=CC=CC=C2.[Pd] (Pd(dba)2). Run in ClCCl (dichloromethane), C1CCOC1 (THF). Reaction conditions: temperature 40 celsius, time 72 hour. Product: NC1=CC(=C(OC2=C3C(=NC=C2)N(N=C3N3C[C@@H](CC3)N(C)C)CC3=CC=C(C=C3)OC)C=C1)F ((R)-1-(4-(4-amino-2-fluorophenoxy)-1-(4-methoxybenzyl)-1H-pyrazolo[3,4-b]pyridin-3-yl)-N,N-dimethylpyrrolidin-3-amine). Isolated yield 83.9%. RXN SMILES: [CH3:1][O:2][C:3]1[CH:28]=[CH:27][C:6]([CH2:7][N:8]2[C:12]3=[N:13][CH:14]=[CH:15][C:16]([O:17][C:18]4[CH:23]=[CH:22][C:21]([NH2:24])=[CH:20][C:19]=4[F:25])=[C:11]3[C:10](I)=[N:9]2)=[CH:5][CH:4]=1.[CH3:29][N:30]([CH3:36])[C@@H:31]1[CH2:35][CH2:34][NH:33][CH2:32]1.C1C=CC(P(C2C=CC3C(=CC=CC=3)C=2C2C3C(=CC=CC=3)C=CC=2P(C2C=CC=CC=2)C2C=CC=CC=2)C2C=CC=CC=2)=CC=1.CC([O-])(C)C.[Na+].C1OCCOCCOCCOCCOCCOC1>C1COCC1.ClCCl.C1C=CC(/C=C/C(/C=C/C2C=CC=CC=2)=O)=CC=1.C1C=CC(/C=C/C(/C=C/C2C=CC=CC=2)=O)=CC=1.[Pd]>[NH2:24][C:21]1[CH:22]=[CH:23][C:18]([O:17][C:16]2[CH:15]=[CH:14][N:13]=[C:12]3[N:8]([CH2:7][C:6]4[CH:27]=[CH:28][C:3]([O:2][CH3:1])=[CH:4][CH:5]=4)[N:9]=[C:10]([N:33]4[CH2:34][CH2:35][C@@H:31]([N:30]([CH3:36])[CH3:29])[CH2:32]4)[C:11]=23)=[C:19]([F:25])[CH:20]=1 |f:3.4,8.9.10|. Procedure details: To a stirred suspension of 4-(1-(4-methoxybenzyl)-3-iodo-1H-pyrazolo[3,4-b]pyridin-4-yloxy)-3-fluorobenzenamine (49 mg, 0.1 mmol) (prepared according to Example 7, step B) and (R)—N,N-dimethylpyrrolidin-3-amine (23 mg, 0.2 mmol) in 300 μL THF at ambient temperature in a capped reaction vial was added racemic Binap (9 mg, 0.015 mmol) followed by NaOtBu (14 mg, 0.15 mmol) and 18-crown-6 (40 mg, 0.1499 mmol). The reaction purged with nitrogen gas and then held under a balloon of nitrogen. Pd(dba)2 ...